From a dataset of the Open Reaction Database (ORD), a public repository of structured organic reaction records. describe an organic reaction: reactants, conditions, products, and yield Reported procedure: 1-[1-(2-Chlorophenyl)cyclopropyl]-7-methoxy-2-methyl-1,2,3,4-tetrahydroisoquinoline (0.25 g, prepared as described in Example MF7) was heated on a steam bath at 100° C. in a solution of 48% hydrobromic acid (60 ml) and glacial acetic acid (60 ml) for 16 hours. The mixture was heated under reflux for 2 hours until the reaction was complete. The solvent was removed in vacuo and the residue dried by azeotropic distillation with propan-2-ol. The resulting suspension was removed by filtration and cry... The solvent is C(C)(=O)O (acetic acid). Reactants: ClC1=C(C=CC=C1)C1(CC1)C1N(CCC2=CC=C(C=C12)OC)C (1-[1-(2-Chlorophenyl)cyclopropyl]-7-methoxy-2-methyl-1,2,3,4-tetrahydroisoquinoline), Br (hydrobromic acid). RXN SMILES: [Cl:1][C:2]1[CH:7]=[CH:6][CH:5]=[CH:4][C:3]=1[C:8]1([CH:11]2[C:20]3[C:15](=[CH:16][CH:17]=[C:18]([O:21]C)[CH:19]=3)[CH2:14][CH2:13][N:12]2[CH3:23])[CH2:10][CH2:9]1.[BrH:24]>C(O)(=O)C>[BrH:24].[Cl:1][C:2]1[CH:7]=[CH:6][CH:5]=[CH:4][C:3]=1[C:8]1([CH:11]2[C:20]3[C:15](=[CH:16][CH:17]=[C:18]([OH:21])[CH:19]=3)[CH2:14][CH2:13][N:12]2[CH3:23])[CH2:9][CH2:10]1 |f:3.4|. Product: Br.ClC1=C(C=CC=C1)C1(CC1)C1N(CCC2=CC=C(C=C12)O)C (1-(1-(2-chlorophenyl)cyclopropyl)-7-hydroxy-2-methyl-1,2,3,4-tetrahydroisoquinoline hydrobromide). Starting materials: COC1=CC=C(C=C1)CC(=O)N/N=C/1\NC(C=2NC=NC2N1CCCCC)=O (2-(4-methoxyphenyl)-N′-[(2E)-6-oxo-3-pentyl-1,3,6,7-tetrahydro-2H-purin-2-ylidene]acetohydrazide). Solvent: C1(=CC=CC=C1)C (toluene). Product: COC1=CC=C(CC2=NN=C3N2C(C=2NC=NC2N3CCCCC)=O)C=C1 (3-(4-methoxybenzyl)-9-pentyl-6,9-dihydro-5H-[1,2,4]triazolo[4,3-a]purin-5-one). Isolated yield 95.5%. RXN SMILES: [CH3:1][O:2][C:3]1[CH:8]=[CH:7][C:6]([CH2:9][C:10]([NH:12]/[N:13]=[C:14]2\[NH:15][C:16](=[O:28])[C:17]3[NH:18][CH:19]=[N:20][C:21]=3[N:22]\2[CH2:23][CH2:24][CH2:25][CH2:26][CH3:27])=O)=[CH:5][CH:4]=1>C1(C)C=CC=CC=1>[CH3:1][O:2][C:3]1[CH:8]=[CH:7][C:6]([CH2:9][C:10]2[N:15]3[C:16](=[O:28])[C:17]4[NH:18][CH:19]=[N:20][C:21]=4[N:22]([CH2:23][CH2:24][CH2:25][CH2:26][CH3:27])[C:14]3=[N:13][N:12]=2)=[CH:5][CH:4]=1. Reported procedure: The mixture of 2-(4-methoxyphenyl)-N′-[(2E)-6-oxo-3-pentyl-1,3,6,7-tetrahydro-2H-purin-2-ylidene]acetohydrazide (0.66 g, 1.4 mmol) in toluene (30 mL) was refluxed overnight. The reaction mixture was concentrated to give the crude product as a solid. The solid was washed with ethyl acetate and dried to yield the desired product (490 mg, 92%). LCMS calculated for C19H23N6O2 (M+H): 367.2. found: 367.2. Reactants: aqueous solution, N[C@@H](CO)C(=O)O (L-serine), C1(=CC=CC=C1)S (thiophenol), CC1=C(C(=C(C=N1)COP(=O)(O)O)C=O)O (pyridoxal phosphate), [OH-].[Na+] (NaOH). Run at temperature 35 celsius, time 20 hour. Yields the product C1(=CC=CC=C1)SC[C@H](N)C(=O)O (S-phenyl-L-cysteine). Reaction SMILES: [NH2:1][C@H:2]([C:5]([OH:7])=[O:6])[CH2:3]O.[C:8]1([SH:14])[CH:13]=[CH:12][CH:11]=[CH:10][CH:9]=1.CC1N=CC(COP(O)(O)=O)=C(C=O)C=1O.[OH-].[Na+]>>[C:8]1([S:14][CH2:3][C@@H:2]([C:5]([OH:7])=[O:6])[NH2:1])[CH:13]=[CH:12][CH:11]=[CH:10][CH:9]=1 |f:3.4|. Procedure details: A cell mass of Escherichia coli MT-10242 was obtained in a similar manner to Experiment 1. To 500 g of an aqueous solution containing 6% of L-serine, 6.2% of thiophenol and 25 ppm of pyridoxal phosphate and having a pH of 9.5 (adjusted with NaOH), the cells were added to a concentration of 0.8% as calculated based on dry cells. The resultant mixture was stirred at 35° C. for 20 hours under a nitrogen gas atmosphere. During this stirring, the stirring power was controlled at 16 W per liter of the...